Dataset: the Open Reaction Database (ORD), a public repository of structured organic reaction records. Task: describe an organic reaction: reactants, conditions, products, and yield Starting materials: CO, CCCCCCCCOc1cnc(-c2cccc(O)c2)nc1. Yields the product CCCCCCCCOc1cnc(-c2cccc(OC)c2)nc1. Reaction SMILES: [CH3:23][OH:24].[OH:1][c:2]1[cH:3][c:4](-[c:8]2[n:9][cH:10][c:11]([O:14][CH2:15][CH2:16][CH2:17][CH2:18][CH2:19][CH2:20][CH2:21][CH3:22])[cH:12][n:13]2)[cH:5][cH:6][cH:7]1>>[O:1]([c:2]1[cH:3][c:4](-[c:8]2[n:9][cH:10][c:11]([O:14][CH2:15][CH2:16][CH2:17][CH2:18][CH2:19][CH2:20][CH2:21][CH3:22])[cH:12][n:13]2)[cH:5][cH:6][cH:7]1)[CH3:23]. Reactants: NC=1C=CC2=C(OCCC3=C2SC(=C3)C(=O)N(C)C3=C(C=CC=C3)Cl)C1 (8-amino-N-(2-chlorophenyl)-N-methyl-4,5-dihydrobenzo[b]thieno[2,3-d]oxepine-2-carboxamide), CN=C=O (methyl isocyanate). Yields the product ClC1=C(C=CC=C1)N(C(=O)C1=CC2=C(C3=C(OCC2)C=C(C=C3)NC(=O)NC)S1)C (N-(2-chlorophenyl)-N-methyl-8-(3-methylureido)-4,5-dihydrobenzo[b]thieno[2,3-d]oxepine-2-carboxamide). RXN SMILES: [NH2:1][C:2]1[CH:3]=[CH:4][C:5]2[C:11]3[S:12][C:13]([C:15]([N:17]([C:19]4[CH:24]=[CH:23][CH:22]=[CH:21][C:20]=4[Cl:25])[CH3:18])=[O:16])=[CH:14][C:10]=3[CH2:9][CH2:8][O:7][C:6]=2[CH:26]=1.[CH3:27][N:28]=[C:29]=[O:30]>>[Cl:25][C:20]1[CH:21]=[CH:22][CH:23]=[CH:24][C:19]=1[N:17]([CH3:18])[C:15]([C:13]1[S:12][C:11]2[C:5]3[CH:4]=[CH:3][C:2]([NH:1][C:29]([NH:28][CH3:27])=[O:30])=[CH:26][C:6]=3[O:7][CH2:8][CH2:9][C:10]=2[CH:14]=1)=[O:16]. Procedure details: Following the procedures of Example 76, 8-amino-N-(2-chlorophenyl)-N-methyl-4,5-dihydrobenzo[b]thieno[2,3-d]oxepine-2-carboxamide and methyl isocyanate gave 167. MS: (ESI+) 442.1 The reactants are NC(C(=O)N)CCCCCCCCCCCCCCCCCC (2-aminoeicosanamide), Example 28C, [H-].[Al+3].[Li+].[H-].[H-].[H-] (lithium aluminum hydride). The solvent is C1CCOC1 (THF). The product is NCC(CCCCCCCCCCCCCCCCCC)N (1,2-Diaminoeicosane). The yield is 69.0%. RXN SMILES: [NH2:1][CH:2]([CH2:6][CH2:7][CH2:8][CH2:9][CH2:10][CH2:11][CH2:12][CH2:13][CH2:14][CH2:15][CH2:16][CH2:17][CH2:18][CH2:19][CH2:20][CH2:21][CH2:22][CH3:23])[C:3]([NH2:5])=O.[H-].[Al+3].[Li+].[H-].[H-].[H-]>C1COCC1>[NH2:5][CH2:3][CH:2]([NH2:1])[CH2:6][CH2:7][CH2:8][CH2:9][CH2:10][CH2:11][CH2:12][CH2:13][CH2:14][CH2:15][CH2:16][CH2:17][CH2:18][CH2:19][CH2:20][CH2:21][CH2:22][CH3:23] |f:1.2.3.4.5.6|. Procedure: To a slurry of 2-aminoeicosanamide prepared as in Example 28C (57.5 g, 0.176 mol) in anhydrous THF (1.0 l) under a dry argon atmosphere was added a solution of lithium aluminum hydride (880 ml--1.0M in THF, 0.880 mol) over a 30 min period. The mixture was refluxed for 17.5 h and then quenched by the dropwise addition of H2O (100 ml) while cooling in an ice bath. The solid was filtered, washed with hot THF (2×1 l) and then hot methanol (1 l). The solids were then refluxed with THF (1 l) for 15 mi... Reactants: BrC1=CC=2N3C4=C(C=C(C=C4C(C2C=C1)=O)O)C(C(=C3)CC=3C=NC=CC3)=O (10-bromo-5-hydroxy-2-(3-pyridylmethyl)-3H,7H-pyrido[3,2,1-de]acridin-3,7-dione), O (water), BrCCCO (3-bromopropanol), C([O-])([O-])=O.[K+].[K+] (potassium carbonate). Solvent: CN(C)C=O (DMF). Reaction conditions: time 8 hour. The product is BrC1=CC=2N3C4=C(C=C(C=C4C(C2C=C1)=O)OCCCO)C(C(=C3)CC=3C=NC=CC3)=O (10-bromo-5-(3-hydroxypropyloxy)-2-(3-pyridylmethyl)-3H,7H-pyrido[3,2,1-de]acridin-3,7-dione). The yield is 51.0%. RXN SMILES: [Br:1][C:2]1[CH:15]=[CH:14][C:13]2[C:12](=[O:16])[C:11]3[C:6]4=[C:7]([C:18](=[O:28])[C:19]([CH2:21][C:22]5[CH:23]=[N:24][CH:25]=[CH:26][CH:27]=5)=[CH:20][N:5]4[C:4]=2[CH:3]=1)[CH:8]=[C:9]([OH:17])[CH:10]=3.Br[CH2:30][CH2:31][CH2:32][OH:33].C(=O)([O-])[O-].[K+].[K+].O>CN(C=O)C>[Br:1][C:2]1[CH:15]=[CH:14][C:13]2[C:12](=[O:16])[C:11]3[C:6]4=[C:7]([C:18](=[O:28])[C:19]([CH2:21][C:22]5[CH:23]=[N:24][CH:25]=[CH:26][CH:27]=5)=[CH:20][N:5]4[C:4]=2[CH:3]=1)[CH:8]=[C:9]([O:17][CH2:30][CH2:31][CH2:32][OH:33])[CH:10]=3 |f:2.3.4|. Procedure details: The compound (47 mg) obtained in Example 33 was suspended in DMF (2 mL) and to the suspension was added 3-bromopropanol (11 μL) and potassium carbonate(19 mg) The mixture was stirred at room temperature overnight. After addition of water, the mixture was extracted with ethyl acetate. The ethyl acetate layer was washed with brine and dried over anhydrous sodium sulfate. The solvent was evaporated under reduced pressure. The residue was purified by silica gel column chromatography (eluent: methyle... Starting materials: O=C([O-])O, CC(C)OC(=O)Cl, Nc1ccc(N)c([N+](=O)[O-])c1, [Na+], O. The product is CC(C)OC(=O)Nc1ccc(N)c([N+](=O)[O-])c1. RXN SMILES: [C:12](=[O:13])([OH:14])[O-:15].[Cl:17][C:18](=[O:19])[O:20][CH:21]([CH3:22])[CH3:23].[NH2:1][c:2]1[c:3]([N+:9](=[O:10])[O-:11])[cH:4][c:5]([NH2:8])[cH:6][cH:7]1.[Na+:16].[OH2:24]>>[NH2:1][c:2]1[c:3]([N+:9](=[O:10])[O-:11])[cH:4][c:5]([NH:8][C:18](=[O:19])[O:20][CH:21]([CH3:22])[CH3:23])[cH:6][cH:7]1.